This data is from the Open Reaction Database (ORD), a public repository of structured organic reaction records. The task is: describe an organic reaction: reactants, conditions, products, and yield Procedure details: The chemistry of the final HMDS filtrate treatment step is complex. The reactions occurring in the final amide treatment and distillation steps are, however, not fully understood. Thus, the following description should be understood as presently incomplete and partly hypothetical. In liquid anhydrous ammonia, sodium amide reacts rapidly with ammonium chloride to form ammonia and sodium chloride according to the formula: ##STR1## This reaction proceeds slowly, if at all, in HMDS. The ammonium chl... Reaction SMILES: [Cl-].[NH4+:2].[NH2-].[Na+:4].[CH3:5][Si:6]([NH:9][Si:10]([CH3:13])([CH3:12])[CH3:11])([CH3:8])[CH3:7]>C1C=CC=CC=1>[CH3:5][Si:6]([N-:9][Si:10]([CH3:13])([CH3:12])[CH3:11])([CH3:8])[CH3:7].[Na+:4].[NH2-:2].[Na+:4].[CH3:5][Si:6]([NH:9][Si:10]([CH3:13])([CH3:12])[CH3:11])([CH3:8])[CH3:7] |f:0.1,2.3,6.7,8.9|. Reactants: [NH2-].[Na+] (sodium amide), C[Si](C)(C)N[Si](C)(C)C (HMDS), [Cl-].[NH4+] (ammonium chloride). Product: C[Si](C)(C)[N-][Si](C)(C)C.[Na+] (sodium bis(trimethylsilyl)amide), [NH2-].[Na+] (sodium amide), C[Si](C)(C)N[Si](C)(C)C (HMDS). Run in C1=CC=CC=C1 (benzene). Reactants: S(=O)(Cl)Cl (thionyl chloride), BrC=1C(=C(C(=O)O)C(=C(C1)Cl)OC)OC (3-bromo-5-chloro-2,6-dimethoxybenzoic acid), NCC1N(CCC1)CC (2-(aminomethyl)-1-ethylpyrrolidine), C1(=CC=CC=C1)C (toluene). The solvent is C(C)C(=O)C (methyl ethyl ketone), CCOCC (ether). Yields the product C(C)N1C(CCC1)CNC(C1=C(C(=CC(=C1OC)Cl)Br)OC)=O (N-Ethyl-2-(3-bromo-5-chloro-2,6-dimethoxybenzamidomethyl) pyrrolidine). RXN SMILES: S(Cl)(Cl)=O.[Br:5][C:6]1[C:7]([O:18][CH3:19])=[C:8]([C:12]([O:16][CH3:17])=[C:13]([Cl:15])[CH:14]=1)[C:9]([OH:11])=O.C1(C)C=CC=CC=1.[NH2:27][CH2:28][CH:29]1[CH2:33][CH2:32][CH2:31][N:30]1[CH2:34][CH3:35]>C(C(C)=O)C.CCOCC>[CH2:34]([N:30]1[CH2:31][CH2:32][CH2:33][CH:29]1[CH2:28][NH:27][C:9](=[O:11])[C:8]1[C:12]([O:16][CH3:17])=[C:13]([Cl:15])[CH:14]=[C:6]([Br:5])[C:7]=1[O:18][CH3:19])[CH3:35]. Procedure details: 20 ml of thionyl chloride is added to 11.82 g (0.04 mol) of 3-bromo-5-chloro-2,6-dimethoxybenzoic acid. The mixture is heated on a steam bath for 1 hour. To the solution is added 50 ml of toluene. The solvent and excess thionyl chloride is evaporated at reduced pressure. The residue is dissolved in 50 ml of dry methyl ethyl ketone. The solution is added dropwise while stirring to 5.13 g (0.04 mol) 2-(aminomethyl)-1-ethylpyrrolidine in 50 ml methyl ethyl ketone. After stirring for 30 minutes at r... Run at time 2 hour. Procedure: In 3 ml of chloroform was dissolved 0.42 g of 3-[6-(2-butynyloxy)pyrimidin-4-yloxy]-2-methyl-2-butanol, to which 0.2 g of pyridine was added and 0.15 ml of thionyl chloride was added dropwise at −13° C., followed by stirring 2 hours. The reaction mixture was then poured into water, which was extracted three times with chloroform. The combined organic layers were washed with a saturated aqueous sodium hydrogencarbonate, a saturated aqueous sodium chloride solution, dried over anhydrous magnesium ... Solvent: C(Cl)(Cl)Cl (chloroform). RXN SMILES: [CH2:1]([O:5][C:6]1[N:11]=[CH:10][N:9]=[C:8]([O:12][CH:13]([CH3:18])[C:14]([CH3:17])(O)[CH3:15])[CH:7]=1)[C:2]#[C:3][CH3:4].N1C=CC=CC=1.S(Cl)(Cl)=O.O>C(Cl)(Cl)Cl>[CH2:1]([O:5][C:6]1[CH:7]=[C:8]([O:12][CH:13]([CH3:18])[C:14]([CH3:17])=[CH2:15])[N:9]=[CH:10][N:11]=1)[C:2]#[C:3][CH3:4]. Yield: 59.0%. Starting materials: O (water), N1=CC=CC=C1 (pyridine), S(=O)(Cl)Cl (thionyl chloride), C(C#CC)OC1=CC(=NC=N1)OC(C(C)(O)C)C (3-[6-(2-butynyloxy)pyrimidin-4-yloxy]-2-methyl-2-butanol). Product: C(C#CC)OC1=NC=NC(=C1)OC(C(=C)C)C (4-(2-butynyloxy)-6-(1,2-dimethylallyloxy)pyrimidine). Reactants: Cc1cc(Br)cc(C)c1CC=O, C1CCOC1, COP(=O)(CC(=O)OC(C)(C)C)OC, [H-], [Na+], O. The product is Cc1cc(Br)cc(C)c1CC=CC(=O)OC(C)(C)C. Reaction SMILES: [Br:17][c:18]1[cH:19][c:20]([CH3:28])[c:21]([CH2:25][CH:26]=[O:27])[c:22]([CH3:24])[cH:23]1.[CH2:30]1[O:31][CH2:32][CH2:33][CH2:34]1.[CH3:1][O:2][P:3]([O:4][CH3:5])(=[O:6])[CH2:7][C:8](=[O:9])[O:10][C:11]([CH3:12])([CH3:13])[CH3:14].[H-:16].[Na+:15].[OH2:29]>>[CH:7]([C:8](=[O:9])[O:10][C:11]([CH3:12])([CH3:13])[CH3:14])=[CH:26][CH2:25][c:21]1[c:20]([CH3:28])[cH:19][c:18]([Br:17])[cH:23][c:22]1[CH3:24]. The reactants are COC1=C(C(=NC(=N1)N1CCOCC1)N[C@H]1CN(CCC1)C(=O)OC(C)(C)C)C=1SC2=C(N1)C=CC=C2C(F)(F)F (tert-butyl (3R)-3-[[6-methoxy-2-(morpholin-4-yl)-5-[7-(trifluoromethyl)-1,3-benzothiazol-2-yl]pyrimidin-4-yl]amino]piperidine-1-carboxylate), Cl (hydrochloric acid). The product is N1(CCOCC1)C1=NC(=C(C(N1)=O)C=1SC2=C(N1)C=CC=C2C(F)(F)F)N[C@H]2CNCCC2 (2-(morpholin-4-yl)-6-[[(3R)-piperidin-3-yl]amino]-5-[7-(trifluoromethyl)-1,3-benzothiazol-2-yl]-3,4-dihydropyrimidin-4-one). As a reaction SMILES: C[O:2][C:3]1[N:8]=[C:7]([N:9]2[CH2:14][CH2:13][O:12][CH2:11][CH2:10]2)[N:6]=[C:5]([NH:15][C@@H:16]2[CH2:21][CH2:20][CH2:19][N:18](C(OC(C)(C)C)=O)[CH2:17]2)[C:4]=1[C:29]1[S:30][C:31]2[C:37]([C:38]([F:41])([F:40])[F:39])=[CH:36][CH:35]=[CH:34][C:32]=2[N:33]=1.Cl>>[N:9]1([C:7]2[NH:8][C:3](=[O:2])[C:4]([C:29]3[S:30][C:31]4[C:37]([C:38]([F:40])([F:39])[F:41])=[CH:36][CH:35]=[CH:34][C:32]=4[N:33]=3)=[C:5]([NH:15][C@@H:16]3[CH2:21][CH2:20][CH2:19][NH:18][CH2:17]3)[N:6]=2)[CH2:14][CH2:13][O:12][CH2:11][CH2:10]1. Reported procedure: Following the same procedure as in step 4 of Example 337 using tert-butyl (3R)-3-[[6-methoxy-2-(morpholin-4-yl)-5-[7-(trifluoromethyl)-1,3-benzothiazol-2-yl]pyrimidin-4-yl]amino]piperidine-1-carboxylate (40.0 mg, 0.07 mmol, 1.00 equiv) and conce. hydrochloric acid (3.0 mL). The crude product was triturated in methanol and dissolved in 5.0 ml of water. The pH value of the solution was adjusted to 11 with sodium hydroxide (1 M). The solid was collected by filtration and dried in vacuo to afford th... Starting materials: C(C)(C)(C)C1=NC=C(C(=N1)NCCCOC)C(=O)N([C@@H]1CN(C[C@@H](C1)C(=O)C1CC1)C(=O)OC(C)(C)C)CC(C)C (tert-Butyl (3S,5R)-3-[({2-tert-butyl-4-[(3-methoxypropyl)amino]pyrimidin-5-yl}carbonyl)(2-methylpropyl)amino]-5-(cyclopropylcarbonyl)piperidine-1-carboxylate), C(C)(=O)OCC.Cl (hydrogen chloride-ethyl acetate). Solvent: C(C)(=O)OCC (ethyl acetate). Reaction conditions: time 16 hour. Yields the product Cl.Cl.C(C)(C)(C)C1=NC=C(C(=N1)NCCCOC)C(=O)N(CC(C)C)[C@@H]1CNC[C@@H](C1)C(=O)C1CC1 (2-tert-butyl-N-[(3S,5R)-5-(cyclopropylcarbonyl)piperidin-3-yl]-4-[(3-methoxypropyl)amino]-N-(2-methylpropyl)pyrimidine-5-carboxamide dihydrochloride). Reaction SMILES: [C:1]([C:5]1[N:10]=[C:9]([NH:11][CH2:12][CH2:13][CH2:14][O:15][CH3:16])[C:8]([C:17]([N:19]([CH2:38][CH:39]([CH3:41])[CH3:40])[C@H:20]2[CH2:25][C@@H:24]([C:26]([CH:28]3[CH2:30][CH2:29]3)=[O:27])[CH2:23][N:22](C(OC(C)(C)C)=O)[CH2:21]2)=[O:18])=[CH:7][N:6]=1)([CH3:4])([CH3:3])[CH3:2].C(OCC)(=O)C.[ClH:48]>C(OCC)(=O)C>[ClH:48].[ClH:48].[C:1]([C:5]1[N:10]=[C:9]([NH:11][CH2:12][CH2:13][CH2:14][O:15][CH3:16])[C:8]([C:17]([N:19]([C@H:20]2[CH2:25][C@@H:24]([C:26]([CH:28]3[CH2:29][CH2:30]3)=[O:27])[CH2:23][NH:22][CH2:21]2)[CH2:38][CH:39]([CH3:41])[CH3:40])=[O:18])=[CH:7][N:6]=1)([CH3:3])([CH3:4])[CH3:2] |f:1.2,4.5.6|. Procedure details: tert-Butyl (3S,5R)-3-[({2-tert-butyl-4-[(3-methoxypropyl)amino]pyrimidin-5-yl}carbonyl)(2-methylpropyl)amino]-5-(cyclopropylcarbonyl)piperidine-1-carboxylate (95 mg) was dissolved in ethyl acetate (3.2 ml), 4 M hydrogen chloride-ethyl acetate solution (0.8 ml) was added, and the mixture was stirred at room temperature for 16 hr. The solvent was evaporated under reduced pressure. The residue was subjected to reversed-phase preparative HPLC, and fractions eluted with water-acetonitrile (9:1) to ac... Reactants: Br, [Cu]Br, O=N[O-], COc1ccc2nc(N)sc2c1, [Na+], O. The product is COc1ccc2nc(Br)sc2c1. Reaction SMILES: [BrH:17].[Cu:19][Br:20].[N:13]([O-:14])=[O:15].[NH2:1][c:2]1[s:3][c:4]2[c:5]([n:6]1)[cH:7][cH:8][c:9]([O:11][CH3:12])[cH:10]2.[Na+:16].[OH2:18]>>[c:2]1([Br:17])[s:3][c:4]2[c:5]([n:6]1)[cH:7][cH:8][c:9]([O:11][CH3:12])[cH:10]2. Starting materials: CC(=O)O[BH-](OC(C)=O)OC(C)=O, CC(=O)O, CC(=O)[O-], CCO, CCc1c(CC=O)cccc1-c1nnc(-c2ccc(OC(C)C)c(Cl)c2)s1, ClCCl, CCOC(=O)C1CCNCC1, [Na+], [Na+], O. Yields the product CCOC(=O)C1CCN(CCc2cccc(-c3nnc(-c4ccc(OC(C)C)c(Cl)c4)s3)c2CC)CC1. Reaction SMILES: [C:44]([O:45][BH-:46]([O:47][C:48](=[O:49])[CH3:50])[O:51][C:52](=[O:53])[CH3:54])(=[O:55])[CH3:56].[C:65]([OH:66])(=[O:67])[CH3:68].[CH3:40][C:41](=[O:42])[O-:43].[CH3:58][CH2:59][OH:60].[Cl:1][c:2]1[cH:3][c:4](-[c:12]2[n:13][n:14][c:15](-[c:17]3[c:18]([CH2:26][CH3:27])[c:19]([CH2:23][CH:24]=[O:25])[cH:20][cH:21][cH:22]3)[s:16]2)[cH:5][cH:6][c:7]1[O:8][CH:9]([CH3:10])[CH3:11].[Cl:61][CH2:62][Cl:63].[NH:28]1[CH2:29][CH2:30][CH:31]([C:34](=[O:35])[O:36][CH2:37][CH3:38])[CH2:32][CH2:33]1.[Na+:39].[Na+:57].[OH2:64]>>[Cl:1][c:2]1[cH:3][c:4](-[c:12]2[n:13][n:14][c:15](-[c:17]3[c:18]([CH2:26][CH3:27])[c:19]([CH2:23][CH2:24][N:28]4[CH2:29][CH2:30][CH:31]([C:34](=[O:35])[O:36][CH2:37][CH3:38])[CH2:32][CH2:33]4)[cH:20][cH:21][cH:22]3)[s:16]2)[cH:5][cH:6][c:7]1[O:8][CH:9]([CH3:10])[CH3:11]. Reactants: Cl (HCl), OCCNCCO (2-(2-hydroxy-ethylamino)-ethanol), N1C=CC2=CC(=CC=C12)NC=1C2=C(N=CN1)C=C(S2)C2=CC=C(C=O)C=C2 (4-[4-(1H-indol-5-ylamino)-thieno[3,2-d]pyrimidin-6-yl]-benzaldehyde), mesylate salt. The product is OCCN(CCO)CC1=CC=C(C=C1)C1=CC=2N=CN=C(C2S1)NC=1C=C2C=CNC2=CC1 (2-((2-Hydroxy-ethyl)-{4-[4-(1H-indol-5-ylamino)-thieno[3,2-d]pyrimidin-6-yl]-benzyl}-amino)-ethanol). RXN SMILES: [OH:1][CH2:2][CH2:3][NH:4][CH2:5][CH2:6][OH:7].[NH:8]1[C:16]2[C:11](=[CH:12][C:13]([NH:17][C:18]3[C:19]4[S:26][C:25]([C:27]5[CH:34]=[CH:33][C:30]([CH:31]=O)=[CH:29][CH:28]=5)=[CH:24][C:20]=4[N:21]=[CH:22][N:23]=3)=[CH:14][CH:15]=2)[CH:10]=[CH:9]1.Cl>>[OH:1][CH2:2][CH2:3][N:4]([CH2:31][C:30]1[CH:29]=[CH:28][C:27]([C:25]2[S:26][C:19]3[C:18]([NH:17][C:13]4[CH:12]=[C:11]5[C:16](=[CH:15][CH:14]=4)[NH:8][CH:9]=[CH:10]5)=[N:23][CH:22]=[N:21][C:20]=3[CH:24]=2)=[CH:34][CH:33]=1)[CH2:5][CH2:6][OH:7]. Procedure details: The title compound was prepared from 2-(2-hydroxy-ethylamino)-ethanol and 4-[4-(1H-indol-5-ylamino)-thieno[3,2-d]pyrimidin-6-yl]-benzaldehyde by a procedure analogous to example 17. The product was converted to the mesylate salt analogous to example 17 being converted to the HCl salt. M.P. 110-127° C.; LC-MS: 460 (MH+); HPLC RT: 3.50 minutes.